This data is from the Open Reaction Database (ORD), a public repository of structured organic reaction records. The task is: describe an organic reaction: reactants, conditions, products, and yield Reactants: NCCCC1=CC=C(N)C=C1 (4-(3-aminopropyl)aniline), ClC=1C2=C(N=CN1)SC=C2C2=CC=C(C=C2)F (4-chloro-5-(4-fluorophenyl)thieno[2,3-d]pyrimidine), C([O-])([O-])=O.[K+].[K+] (potassium carbonate). The reagents and catalysts are [Cu]I (copper(I) iodide). The solvent is CN(C(C)=O)C (N,N-dimethylacetamide). Yields the product NC1=CC=C(C=C1)CCCNC=1C2=C(N=CN1)SC=C2C2=CC=C(C=C2)F (N-[3-(4-aminophenyl)propyl]-5-(4-fluorophenyl)thieno[2,3-d]pyrimidin-4-amine). Isolated yield 30.0%. RXN SMILES: [NH2:1][CH2:2][CH2:3][CH2:4][C:5]1[CH:11]=[CH:10][C:8]([NH2:9])=[CH:7][CH:6]=1.Cl[C:13]1[C:14]2[C:21]([C:22]3[CH:27]=[CH:26][C:25]([F:28])=[CH:24][CH:23]=3)=[CH:20][S:19][C:15]=2[N:16]=[CH:17][N:18]=1.C(=O)([O-])[O-].[K+].[K+]>CN(C)C(=O)C.[Cu]I>[NH2:9][C:8]1[CH:7]=[CH:6][C:5]([CH2:4][CH2:3][CH2:2][NH:1][C:13]2[C:14]3[C:21]([C:22]4[CH:27]=[CH:26][C:25]([F:28])=[CH:24][CH:23]=4)=[CH:20][S:19][C:15]=3[N:16]=[CH:17][N:18]=2)=[CH:11][CH:10]=1 |f:2.3.4|. Reported procedure: 4-(3-aminopropyl)aniline (0.034 g, 0.23 mmol) was added to a solution of 4-chloro-5-(4-fluorophenyl)thieno[2,3-d]pyrimidine (0.04 g, 0.15 mmol), copper(I) iodide (0.009 g, 0.04 mmol) and potassium carbonate (0.0626 g, 0.453 mmol) in N,N-dimethylacetamide (3 mL) and the resulting mixture was subjected to microwave radiation at 140° C. for 4 hours. The solvent was then removed by evaporation, and the residue was dissolved in ethyl acetate (50 mL), filtered, and the organics were washed with a satu... Reactants: C(C)(C)C(=O)C (methyl isopropyl ketone), FC(SCl)(F)F (trifluoromethane-sulphenyl chloride). Run in C(Cl)Cl (methylene chloride). Conditions: time 8 hour. The product is CC(C(C)=O)(C)SC(F)(F)F (3-methyl-3-trifluoromethylthio-butan-2-one). Yield: 80.7%. RXN SMILES: [CH:1]([C:4]([CH3:6])=[O:5])([CH3:3])[CH3:2].[F:7][C:8]([F:12])([F:11])[S:9]Cl>C(Cl)Cl>[CH3:2][C:1]([S:9][C:8]([F:12])([F:11])[F:7])([CH3:3])[C:4](=[O:5])[CH3:6]. Procedure: 334 g of methyl isopropyl ketone in 1.2 liters of methylene chloride were initially introduced into a narrow stirred vessel equipped with a condenser. 220 g of trifluoromethane-sulphenyl chloride were introduced, at room temperature in the course of 4 hours, through an inlet tube extending to the bottom of the vessel. The reaction mixture was allowed to stand overnight. It was then distilled. 242 g (80.7% of theory) of crude 3-methyl-3-trifluoromethylthio-butan-2-one were obtained and purified b... Starting materials: [C@@H]1(C[C@H](O)[C@@H](CO)O1)N1C(=O)N=C(N)C=C1 (2′-Deoxycytidine), N (ammonia), C[Si](C)(C)Cl (trimethylsilyl chloride), CC(CC(=O)Cl)CC(C)(C)C (3,5,5-trimethyl-1-hexanoyl chloride). The solvent is N1=CC=CC=C1 (pyridine). Product: CC(CC(=O)NC1=NC(N([C@H]2C[C@H](O)[C@@H](CO)O2)C=C1)=O)CC(C)(C)C (N4-(3,5,5-trimethyl-1-hexanoyl)-2′-deoxycytidine). The yield is 127.9%. RXN SMILES: [C@@H:1]1([N:9]2[CH:16]=[CH:15][C:13]([NH2:14])=[N:12][C:10]2=[O:11])[O:8][C@H:5]([CH2:6][OH:7])[C@@H:3]([OH:4])[CH2:2]1.C[Si](Cl)(C)C.[CH3:22][CH:23]([CH2:28][C:29]([CH3:32])([CH3:31])[CH3:30])[CH2:24][C:25](Cl)=[O:26].N>N1C=CC=CC=1>[CH3:22][CH:23]([CH2:28][C:29]([CH3:32])([CH3:31])[CH3:30])[CH2:24][C:25]([NH:14][C:13]1[CH:15]=[CH:16][N:9]([C@@H:1]2[O:8][C@H:5]([CH2:6][OH:7])[C@@H:3]([OH:4])[CH2:2]2)[C:10](=[O:11])[N:12]=1)=[O:26]. Procedure details: Suspending 2′-Deoxycytidine (2.3 g, 10.0 mmol) in dry pyridine, followed by concentration under reduced pressure was repeated 3 times to perform dehydrative azeotropic distillation, the concentrate was suspended again in dry pyridine (60 ml), and trimethylsilyl chloride (6.4 ml, 50 mmol) was added dropwise over 5 min. To the reaction mixture was added 3,5,5-trimethyl-1-hexanoyl chloride (9.5 ml, 50.0 mmol) over 5 min. After completion of the reaction, under ice-cooling, aqueous ammonia (25 ml) w... Reactants: CC(C)(C)OC(=O)NC1CCC(C=O)CC1, C1CCOC1, [Li]CCCC, COc1cccc2scnc12. The product is COc1cccc2sc(C(O)C3CCC(NC(=O)OC(C)(C)C)CC3)nc12. RXN SMILES: [C:17]([CH3:18])([CH3:19])([CH3:20])[O:21][C:22]([NH:23][CH:24]1[CH2:25][CH2:26][CH:27]([CH:30]=[O:31])[CH2:28][CH2:29]1)=[O:32].[CH2:33]1[O:34][CH2:35][CH2:36][CH2:37]1.[CH3:12][CH2:13][CH2:14][CH2:15][Li:16].[CH3:1][O:2][c:3]1[cH:4][cH:5][cH:6][c:7]2[c:8]1[n:9][cH:10][s:11]2>>[CH3:1][O:2][c:3]1[cH:4][cH:5][cH:6][c:7]2[c:8]1[n:9][c:10]([CH:30]([CH:27]1[CH2:26][CH2:25][CH:24]([NH:23][C:22]([O:21][C:17]([CH3:18])([CH3:19])[CH3:20])=[O:32])[CH2:29][CH2:28]1)[OH:31])[s:11]2. Reactants: CC(C)(C)c1ccc(-c2nc(-c3ccc(Br)cc3)nc(-c3ccc(C(C)(C)C)cc3)n2)cc1, Brc1ccc(-c2ccccn2)nc1, [Li]CCCC, CCCCCC, C1CCOC1, c1ccc(P(c2ccccc2)(c2ccccc2)[Pd](P(c2ccccc2)(c2ccccc2)c2ccccc2)(P(c2ccccc2)(c2ccccc2)c2ccccc2)P(c2ccccc2)(c2ccccc2)c2ccccc2)cc1. Product: CC(C)(C)c1ccc(-c2nc(-c3ccc(-c4ccc(-c5ccccn5)nc4)cc3)nc(-c3ccc(C(C)(C)C)cc3)n2)cc1. RXN SMILES: [Br:12][c:13]1[cH:14][cH:15][c:16](-[c:19]2[n:20][c:21](-[c:35]3[cH:36][cH:37][c:38]([C:41]([CH3:42])([CH3:43])[CH3:44])[cH:39][cH:40]3)[n:22][c:23](-[c:25]3[cH:26][cH:27][c:28]([C:31]([CH3:32])([CH3:33])[CH3:34])[cH:29][cH:30]3)[n:24]2)[cH:17][cH:18]1.[Br:45][c:46]1[cH:47][cH:48][c:49](-[c:52]2[n:53][cH:54][cH:55][cH:56][cH:57]2)[n:50][cH:51]1.[CH2:7]([Li:8])[CH2:9][CH2:10][CH3:11].[CH3:1][CH2:2][CH2:3][CH2:4][CH2:5][CH3:6].[O:135]1[CH2:136][CH2:137][CH2:138][CH2:139]1.[cH:58]1[cH:59][cH:60][c:61]([P:62]([Pd:63]([P:64]([c:65]2[cH:66][cH:67][cH:68][cH:69][cH:70]2)([c:71]2[cH:72][cH:73][cH:74][cH:75][cH:76]2)[c:77]2[cH:78][cH:79][cH:80][cH:81][cH:82]2)([P:83]([c:84]2[cH:85][cH:86][cH:87][cH:88][cH:89]2)([c:90]2[cH:91][cH:92][cH:93][cH:94][cH:95]2)[c:96]2[cH:97][cH:98][cH:99][cH:100][cH:101]2)[P:102]([c:103]2[cH:104][cH:105][cH:106][cH:107][cH:108]2)([c:109]2[cH:110][cH:111][cH:112][cH:113][cH:114]2)[c:115]2[cH:116][cH:117][cH:118][cH:119][cH:120]2)([c:121]2[cH:122][cH:123][cH:124][cH:125][cH:126]2)[c:127]2[cH:128][cH:129][cH:130][cH:131][cH:132]2)[cH:133][cH:134]1>>[c:13]1(-[c:46]2[cH:47][cH:48][c:49](-[c:52]3[n:53][cH:54][cH:55][cH:56][cH:57]3)[n:50][cH:51]2)[cH:14][cH:15][c:16](-[c:19]2[n:20][c:21](-[c:35]3[cH:36][cH:37][c:38]([C:41]([CH3:42])([CH3:43])[CH3:44])[cH:39][cH:40]3)[n:22][c:23](-[c:25]3[cH:26][cH:27][c:28]([C:31]([CH3:32])([CH3:33])[CH3:34])[cH:29][cH:30]3)[n:24]2)[cH:17][cH:18]1. Reactants: O (water), C([O-])([O-])=O.[K+].[K+] (potassium carbonate), CI (methyl iodide), ClC=1C=CC2=C(N=C(N2)S)C1 (6-chloro-2-mercaptobenzimidazole). Run in CN(C=O)C (dimethylformamide). Conditions: time 50 minute. The product is ClC=1C=CC2=C(N=C(N2)SC)C1 (6-chloro-2-methylthiobenzimidazole). As a reaction SMILES: [Cl:1][C:2]1[CH:3]=[CH:4][C:5]2[NH:9][C:8]([SH:10])=[N:7][C:6]=2[CH:11]=1.[C:12](=O)([O-])[O-].[K+].[K+].CI.O>CN(C)C=O>[Cl:1][C:2]1[CH:3]=[CH:4][C:5]2[NH:9][C:8]([S:10][CH3:12])=[N:7][C:6]=2[CH:11]=1 |f:1.2.3|. Procedure details: 8.89 g of 6-chloro-2-mercaptobenzimidazole was dissolved in 150 ml of dimethylformamide, followed by the addition of 6.65 g of potassium carbonate and 6.15 g of methyl iodide under cooling with ice. The obtained mixture was stirred at that temperature for 50 minutes, followed by the addition of water. The resulting mixture was extracted with ethyl acetate. The ethyl acetate layer was dried and concentrated in a vacuum to give crude 6-chloro-2-methylthiobenzimidazole. Reactants: O=C([O-])[O-], CCO, O=C1CC2CCC(C1)N2C1CC1, Cl, NO, [Na+], [Na+], c1ccncc1. Yields the product ON=C1CC2CCC(C1)N2C1CC1. Reaction SMILES: [C:25](=[O:26])([O-:27])[O-:28].[CH3:22][CH2:23][OH:24].[CH:1]1([N:4]2[CH:5]3[CH2:6][C:7](=[O:12])[CH2:8][CH:9]2[CH2:10][CH2:11]3)[CH2:2][CH2:3]1.[ClH:19].[NH2:20][OH:21].[Na+:29].[Na+:30].[cH:13]1[cH:14][cH:15][n:16][cH:17][cH:18]1>>[CH:1]1([N:4]2[CH:5]3[CH2:6][C:7](=[N:20][OH:21])[CH2:8][CH:9]2[CH2:10][CH2:11]3)[CH2:2][CH2:3]1. The reactants are CC1=NC=C(C(=C1O)CO)CSC(C1=CC=CC=C1)=O (2-methyl-3-hydroxy-4-hydroxymethyl-5-benzoylthiomethylpyridine), dioxide. Solvent: C(Cl)(Cl)Cl (chloroform). Conditions: time 0.5 hour. Product: CC1=NC=C(C(=C1O)C=O)CSC(C1=CC=CC=C1)=O (2-methyl-3-hydroxy-4-formyl-5-benzoylthiomethylpyridine). RXN SMILES: [CH3:1][C:2]1[C:7]([OH:8])=[C:6]([CH2:9][OH:10])[C:5]([CH2:11][S:12][C:13](=[O:20])[C:14]2[CH:19]=[CH:18][CH:17]=[CH:16][CH:15]=2)=[CH:4][N:3]=1>C(Cl)(Cl)Cl>[CH3:1][C:2]1[C:7]([OH:8])=[C:6]([CH:9]=[O:10])[C:5]([CH2:11][S:12][C:13](=[O:20])[C:14]2[CH:19]=[CH:18][CH:17]=[CH:16][CH:15]=2)=[CH:4][N:3]=1. Procedure: A solution of the 10 g. of the product from Step B in 300 ml. of hot chloroform was treated with 100 g. of maganese dioxide. After 1/2 hour of stirring, the mixture was filtered and the filtrate was evaporated to dryness to give 9.2 g. of 2-methyl-3-hydroxy-4-formyl-5-benzoylthiomethylpyrididne, m.p. 127°-130° C.